From a dataset of the Open Reaction Database (ORD), a public repository of structured organic reaction records. describe an organic reaction: reactants, conditions, products, and yield Starting materials: COC1=CC(=C(C=C1)NS(=O)(=O)C1=C(C=C(OCC(C(=O)O)(C)C)C=C1C)C)[N+](=O)[O-] (3-{4-[4-methoxy-2-nitrophenylaminosulfonyl}-3,5-dimethylphenoxy]-2,2-dimethylpropionic acid), C1(=CC=C(C=C1)S(=O)(=O)C(C)O)C (4-tolylsulfonylethanol). The solvent is ClCCl (dichloromethane). Conditions: temperature 36 celsius, time 1.5 hour. Product: COC1=CC(=C(C=C1)NS(=O)(=O)C1=C(C=C(OCC(C(=O)OCCS(=O)(=O)C2=CC=C(C=C2)C)(C)C)C=C1C)C)[N+](=O)[O-] (2-(4-Tolylsulfonyl)ethyl 3-{4-[4-methoxy-2-nitrophenylaminosulfonyl}-3,5-dimethylphenoxy]-2,2-dimethylpropionate). RXN SMILES: [CH3:1][O:2][C:3]1[CH:8]=[CH:7][C:6]([NH:9][S:10]([C:13]2[C:26]([CH3:27])=[CH:25][C:16]([O:17][CH2:18][C:19]([CH3:24])([CH3:23])[C:20]([OH:22])=[O:21])=[CH:15][C:14]=2[CH3:28])(=[O:12])=[O:11])=[C:5]([N+:29]([O-:31])=[O:30])[CH:4]=1.[C:32]1([CH3:44])[CH:37]=[CH:36][C:35]([S:38]([CH:41](O)[CH3:42])(=[O:40])=[O:39])=[CH:34][CH:33]=1>ClCCl>[CH3:1][O:2][C:3]1[CH:8]=[CH:7][C:6]([NH:9][S:10]([C:13]2[C:14]([CH3:28])=[CH:15][C:16]([O:17][CH2:18][C:19]([CH3:24])([CH3:23])[C:20]([O:22][CH2:42][CH2:41][S:38]([C:35]3[CH:36]=[CH:37][C:32]([CH3:44])=[CH:33][CH:34]=3)(=[O:40])=[O:39])=[O:21])=[CH:25][C:26]=2[CH3:27])(=[O:12])=[O:11])=[C:5]([N+:29]([O-:31])=[O:30])[CH:4]=1. Procedure: A mixture of 3-{4-[4-methoxy-2-nitrophenylaminosulfonyl}-3,5-dimethylphenoxy]-2,2-dimethylpropionic acid (Intermediate A10, 24.2 g, 0.054 mol) and carbonyldiiuidazole (9.5 g, 0.059 mol) was diluted with 45 mL dichloromethane and warmed in a 36° C. bath for 15 min. Then, 4-tolylsulfonylethanol was added, the bath temperature was raised to 55° C., and the solvent was blown off in a nitrogen stream. After 1.5 hr, the stream was stopped, and after 2.5 hr, the cooled reaction mixture was partitioned ... The reactants are C(C)(C)(C)OC(C=C)=O (acrylic acid-tert-butyl ester), C1(=CC=CC=C1)N1C(=NC2=C1C=C(C=C2)OCCCO)C2=CC=CC=C2 (3-[(1,2-diphenyl-1H-benzimidazol-6-yl)oxy]propan-1-ol), C(C)(C)(C)OC(C=C)=O (acrylic acid-tert-butyl ester), [OH-].[Na+] (sodium hydroxide). Reagents/catalysts: S(=O)(=O)(O)[O-].C(CCC)[N+](CCCC)(CCCC)CCCC (tetrabutylammonium hydrogen sulfate), S(=O)(=O)(O)[O-].C(CCC)[N+](CCCC)(CCCC)CCCC (tetrabutylammonium hydrogen sulfate). Run in C1(=CC=CC=C1)C (toluene), O (water), O1CCCC1 (tetrahydrofuran). Run at time 48 hour. Product: C(C)(C)(C)OC(CCOCCCOC=1C=CC2=C(N(C(=N2)C2=CC=CC=C2)C2=CC=CC=C2)C1)=O (3-[3-[(1,2-Diphenyl-1H-benzimidazol-6-yl)oxy]propoxy]propanoic acid-tert-butyl ester). RXN SMILES: [C:1]1([N:7]2[C:11]3[CH:12]=[C:13]([O:16][CH2:17][CH2:18][CH2:19][OH:20])[CH:14]=[CH:15][C:10]=3[N:9]=[C:8]2[C:21]2[CH:26]=[CH:25][CH:24]=[CH:23][CH:22]=2)[CH:6]=[CH:5][CH:4]=[CH:3][CH:2]=1.[C:27]([O:31][C:32](=[O:35])[CH:33]=[CH2:34])([CH3:30])([CH3:29])[CH3:28].[OH-].[Na+]>C1(C)C=CC=CC=1.O1CCCC1.S([O-])(O)(=O)=O.C([N+](CCCC)(CCCC)CCCC)CCC.O>[C:27]([O:31][C:32](=[O:35])[CH2:33][CH2:34][O:20][CH2:19][CH2:18][CH2:17][O:16][C:13]1[CH:14]=[CH:15][C:10]2[N:9]=[C:8]([C:21]3[CH:22]=[CH:23][CH:24]=[CH:25][CH:26]=3)[N:7]([C:1]3[CH:6]=[CH:5][CH:4]=[CH:3][CH:2]=3)[C:11]=2[CH:12]=1)([CH3:30])([CH3:29])[CH3:28] |f:2.3,6.7|. Procedure: 0.2 g of 3-[(1,2-diphenyl-1H-benzimidazol-6-yl)oxy]propan-1-ol was suspended in 1.7 ml of toluene and 0.7 ml of tetrahydrofuran. 60 μl of acrylic acid-tert-butyl ester, 13 mg of tetrabutylammonium hydrogen sulfate, and 1.47 ml of 32% sodium hydroxide solution were added to it, and it was allowed to stir for 48 hours. Another 60 μl of acrylic acid-tert-butyl ester and 13 mg of tetrabutylammonium hydrogen sulfate were added, and the mixture was left for 48 hours in an ultrasound bath. Then, it was... The reactants are O=C([O-])[O-], CS(C)=O, CCOC(C)=O, Clc1nccc(-c2cccnc2Cl)n1, [K+], [K+], NCCCN1CCOCC1. The product is Clc1ncccc1-c1ccnc(NCCCN2CCOCC2)n1. RXN SMILES: [C:15](=[O:16])([O-:17])[O-:18].[CH3:21][S:22]([CH3:23])=[O:24].[CH3:35][CH2:36][O:37][C:38]([CH3:39])=[O:40].[Cl:1][c:2]1[n:3][cH:4][cH:5][c:6](-[c:8]2[c:9]([Cl:14])[n:10][cH:11][cH:12][cH:13]2)[n:7]1.[K+:19].[K+:20].[O:25]1[CH2:26][CH2:27][N:28]([CH2:31][CH2:32][CH2:33][NH2:34])[CH2:29][CH2:30]1>>[c:2]1([NH:34][CH2:33][CH2:32][CH2:31][N:28]2[CH2:27][CH2:26][O:25][CH2:30][CH2:29]2)[n:3][cH:4][cH:5][c:6](-[c:8]2[c:9]([Cl:14])[n:10][cH:11][cH:12][cH:13]2)[n:7]1. Reactants: Example 1 ( a ), N[C@@H]1C(N(OC1)C1(OC(CC1)=O)C(=O)OC(C1=CC=CC=C1)C1=CC=CC=C1)=O (benzhydryl 2-[(4S)-4-amino-3-oxo-2-isoxazolidinyl]-5-oxo-2-tetrahydrofurancarboxylate), C(N)(=O)C(C(=S)O)\C=C/F ((Z)-2-carbamoyl-2-fluorovinylthioacetic acid), benzhydryl ester. The product is C(N)(=O)C(C(=S)N[C@@H]1C(N(OC1)C1(OC(CC1)=O)C(=O)OC(C1=CC=CC=C1)C1=CC=CC=C1)=O)\C=C/F (benzhydryl 2-{(4S)-4-[(Z)-2-carbamoyl-2-fluorovinylthioacetamido]-3-oxo-2-isoxazolidinyl}-5-oxo-2-tetrahydrofurancarboxylate). RXN SMILES: [C:1]([CH:4](/[CH:8]=[CH:9]\[F:10])[C:5](O)=[S:6])(=[O:3])[NH2:2].[NH2:11][C@H:12]1[CH2:16][O:15][N:14]([C:17]2([C:23]([O:25][CH:26]([C:33]3[CH:38]=[CH:37][CH:36]=[CH:35][CH:34]=3)[C:27]3[CH:32]=[CH:31][CH:30]=[CH:29][CH:28]=3)=[O:24])[CH2:21][CH2:20][C:19](=[O:22])[O:18]2)[C:13]1=[O:39]>>[C:1]([CH:4](/[CH:8]=[CH:9]\[F:10])[C:5]([NH:11][C@H:12]1[CH2:16][O:15][N:14]([C:17]2([C:23]([O:25][CH:26]([C:33]3[CH:38]=[CH:37][CH:36]=[CH:35][CH:34]=3)[C:27]3[CH:32]=[CH:31][CH:30]=[CH:29][CH:28]=3)=[O:24])[CH2:21][CH2:20][C:19](=[O:22])[O:18]2)[C:13]1=[O:39])=[S:6])(=[O:3])[NH2:2]. Procedure details: A procedure similar to Example 1 (a), using 179 mg of (Z)-2-carbamoyl-2-fluorovinylthioacetic acid and 356 mg of benzhydryl ester of a deacetyl compound of TAN-588, gave 358 mg of benzhydryl 2-{(4S)-4-[(Z)-2-carbamoyl-2-fluorovinylthioacetamido]-3-oxo-2-isoxazolidinyl}-5-oxo-2-tetrahydrofurancarboxylate. Reactants: C1(CCCC1)C=1C(=NC=C(C(=O)O)C1)OCC(F)(F)F (5-cyclopentyl-6-(2,2,2-trifluoro-ethoxy)-nicotinic acid), N1=CN=CC(=C1)N (5-pyrimidinamine), solid. Product: C1(CCCC1)C=1C(=NC=C(C(=O)NC=2C=NC=NC2)C1)OCC(F)(F)F (5-cyclopentyl-N-pyrimidin-5-yl-6-(2,2,2-trifluoro-ethoxy)-nicotinamide). RXN SMILES: [CH:1]1([C:6]2[C:7]([O:15][CH2:16][C:17]([F:20])([F:19])[F:18])=[N:8][CH:9]=[C:10]([CH:14]=2)[C:11]([OH:13])=O)[CH2:5][CH2:4][CH2:3][CH2:2]1.[N:21]1[CH:26]=[C:25]([NH2:27])[CH:24]=[N:23][CH:22]=1>>[CH:1]1([C:6]2[C:7]([O:15][CH2:16][C:17]([F:20])([F:19])[F:18])=[N:8][CH:9]=[C:10]([CH:14]=2)[C:11]([NH:27][C:25]2[CH:26]=[N:21][CH:22]=[N:23][CH:24]=2)=[O:13])[CH2:2][CH2:3][CH2:4][CH2:5]1. Procedure: This compound was prepared following the same procedure as described in Example 11 using 5-cyclopentyl-6-(2,2,2-trifluoro-ethoxy)-nicotinic acid (Example 9c) (100 mg, 0.35 mmol) and 5-pyrimidinamine (CAN 591-55-9, 39.5 mg, 0.41 mmol) as starting materials; off white solid (61 mg, 48.2%). MS (ESI): 367.2 (M+H)+. The reactants are C(C)(C)N1N=C2C=CC(=CC2=C1)OC1=CC=C(C=C1)OC (2-Isopropyl-5-(4-methoxy-phenoxy)-2H-indazole), N[C@@H](CCSC)C(=O)O (methionine), [OH-].[Na+] (sodium hydroxide), C([O-])(O)=O.[Na+] (sodium bicarbonate). Solvent: CS(=O)(=O)O (methanesulfonic acid), O (water). Reaction conditions: time 24 hour. Yields the product C(C)(C)N1N=C2C=CC(=CC2=C1)OC1=CC=C(C=C1)O (4-(2-Isopropyl-2H-indazol-5-yloxy)-phenol). Isolated yield 98.2%. Reaction SMILES: [CH:1]([N:4]1[CH:12]=[C:11]2[C:6]([CH:7]=[CH:8][C:9]([O:13][C:14]3[CH:19]=[CH:18][C:17]([O:20]C)=[CH:16][CH:15]=3)=[CH:10]2)=[N:5]1)([CH3:3])[CH3:2].N[C@H](C(O)=O)CCSC.[OH-].[Na+].C(=O)(O)[O-].[Na+]>CS(O)(=O)=O.O>[CH:1]([N:4]1[CH:12]=[C:11]2[C:6]([CH:7]=[CH:8][C:9]([O:13][C:14]3[CH:15]=[CH:16][C:17]([OH:20])=[CH:18][CH:19]=3)=[CH:10]2)=[N:5]1)([CH3:3])[CH3:2] |f:2.3,4.5|. Reported procedure: A solution of 2-Isopropyl-5-(4-methoxy-phenoxy)-2H-indazole (0.075 grams, mmol) in 2 mL of methanesulfonic acid was treated with 0.15 grams of methionine. After stirring for 24 hours at room temperature, the mixture was treated with 1.2 grams of sodium hydroxide in 25 mL of water with cooling in an ice bath, neutralized with aqueous sodium bicarbonate, extracted 3 times with ethyl acetate, and the combined organic layers were dried over sodium sulfate, filtered and concentrated in vacuo, affordi... The reactants are [Cl-].[Na+] (sodium chloride), S(=O)(=O)([O-])[O-] (sulphate), [Cl-].[K+] (potassium chloride). Yields the product [Cl-] (chloride), S(=O)(=O)([O-])[O-].[K+].[K+] (potassium sulfate), S(=O)(=O)([O-])[O-].[Na+].[Na+] (sodium sulfate). RXN SMILES: [Cl-:1].[K+:2].[Cl-].[Na+:4].[S:5]([O-:9])([O-:8])(=[O:7])=[O:6]>>[Cl-:1].[S:5]([O-:9])([O-:8])(=[O:7])=[O:6].[K+:2].[K+:2].[S:5]([O-:9])([O-:8])(=[O:7])=[O:6].[Na+:4].[Na+:4] |f:0.1,2.3,6.7.8,9.10.11|. Procedure details: Reference may be made to U.S. Pat. No. 4,504,458, Mar. 12, 1985 by Knudsen which discloses a process for converting gypsum into potassium sulphate or sodium sulphate by subjecting aqueous slurry of gypsum with anion exchanger (in chloride form) under acidic conditions which resulted into calcium chloride solution and resin in sulfate form. The anion exchange resin is then contacted with potassium chloride or sodium chloride solution thereby regenerating the sulphate loaded resin to form chloride...